Dataset: the Open Reaction Database (ORD), a public repository of structured organic reaction records. Task: describe an organic reaction: reactants, conditions, products, and yield The solvent is C(C)(=O)OCC (ethyl acetate), ClCCl (dichloromethane). Conditions: temperature 23 celsius, time 15 minute. Isolated yield 30.3%. Starting materials: ON1N=NC2=C1C=CC=C2 (1-hydroxybenzotriazole), Cl.O[C@H](CN1N=C(C=C1)NC([C@H](CC(C)C)N1C(C=C(C1)OC1=C(C(=CC=C1)Cl)Cl)=O)=O)CO ((S)-2-[4-(2,3-dichloro-phenoxy)-2-oxo-2,5-dihydro-pyrrol-1-yl]-4-methyl-pentanoic acid [1-((R)-2,3-dihydroxy-propyl)-1H-pyrazol-3-yl]-amide hydrochloride), C1(CCCCC1)C[C@@H](C(=O)O)N1C(C=C(C1)OC1=C(C(=CC=C1)C)C)=O ((S)-3-cyclohexyl-2-[4-(2,3-dimethyl-phenoxy)-2-oxo-2,5-dihydro-pyrrol-1-yl]-propionic acid), Cl.CN(CCCN=C=NCC)C (1-(3-dimethylaminopropyl)-3-ethylcarbodiimide hydrochloride), C(C)(C)N(C(C)C)CC (N,N-diisopropylethylamine). Reported procedure: To a stirred solution of (S)-3-cyclohexyl-2-[4-(2,3-dimethyl-phenoxy)-2-oxo-2,5-dihydro-pyrrol-1-yl]-propionic acid (240 mg, 0.7 mmol) in dichloromethane (10 mL) was gradually added 1-(3-dimethylaminopropyl)-3-ethylcarbodiimide hydrochloride (390 mg, 2.0 mmol) and N,N-diisopropylethylamine (440 mg, 3.4 mmol) at room temperature, under nitrogen. After 15 min,, 1-hydroxybenzotriazole (310 mg, 2.1 mmol) and 1-(3-amino-pyrazol-1-yl)-2-methyl-propan-2-ol (prepared in U.S. Pat. Appl. US2008021032 Exam... Reaction SMILES: [CH:1]1([CH2:7][C@H:8]([N:12]2[CH2:16][C:15]([O:17][C:18]3[CH:23]=[CH:22][CH:21]=[C:20]([CH3:24])[C:19]=3[CH3:25])=[CH:14][C:13]2=[O:26])[C:9](O)=[O:10])[CH2:6][CH2:5][CH2:4][CH2:3][CH2:2]1.Cl.[CH3:28]N(C)CCCN=C=NCC.C(N(CC)C(C)C)(C)C.ON1C2C=CC=CC=2N=N1.Cl.[OH:59][C@@H:60]([CH2:90]O)[CH2:61][N:62]1[CH:66]=[CH:65][C:64]([NH:67]C(=O)[C@@H](N2CC(OC3C=CC=C(Cl)C=3Cl)=CC2=O)CC(C)C)=[N:63]1>ClCCl.C(OCC)(=O)C>[CH:1]1([CH2:7][C@H:8]([N:12]2[CH2:16][C:15]([O:17][C:18]3[CH:23]=[CH:22][CH:21]=[C:20]([CH3:24])[C:19]=3[CH3:25])=[CH:14][C:13]2=[O:26])[C:9]([NH:67][C:64]2[CH:65]=[CH:66][N:62]([CH2:61][C:60]([OH:59])([CH3:90])[CH3:28])[N:63]=2)=[O:10])[CH2:6][CH2:5][CH2:4][CH2:3][CH2:2]1 |f:1.2,5.6|. Yields the product C1(CCCCC1)C[C@@H](C(=O)NC1=NN(C=C1)CC(C)(C)O)N1C(C=C(C1)OC1=C(C(=CC=C1)C)C)=O ((S)-3-cyclohexyl-2-[4-(2,3-dimethyl-phenoxy)-2-oxo-2,5-dihydro-pyrrol-1-yl]-N-[1-(2-hydroxy-2-methyl-propyl)-1H-pyrazol-3-yl]-propionamide). Procedure: To a suspension of 4-(7-methyl-1-naphthalen-1-ylmethyl-2-oxo-2,3-dihydro-1H-indol-6-yl)-benzonitrile (300 mg, 0.773 mmol) and 1-trityl-1H-pyrazole-4-carbaldehyde (303 mg, 0.928 mmol) in methanol (5 ml) was added pyrrolidine (0.323 ml, 3.87 mmol). The reaction mixture was heated at 70° C. overnight. After cooled to room temperature, the reaction mixture formed a precipitate. The solid was collected and washed with cold methanol to give the title compound of 13B as a bright yellow solid (340 mg, 6... The reactants are CC=1C(=CC=C2CC(N(C12)CC1=CC=CC2=CC=CC=C12)=O)C1=CC=C(C#N)C=C1 (4-(7-methyl-1-naphthalen-1-ylmethyl-2-oxo-2,3-dihydro-1H-indol-6-yl)-benzonitrile), C(C1=CC=CC=C1)(C1=CC=CC=C1)(C1=CC=CC=C1)N1N=CC(=C1)C=O (1-trityl-1H-pyrazole-4-carbaldehyde), N1CCCC1 (pyrrolidine). Solvent: CO (methanol). The product is CC=1C(=CC=C2C(C(N(C12)CC1=CC=CC2=CC=CC=C12)=O)=CC=1C=NN(C1)C(C1=CC=CC=C1)(C1=CC=CC=C1)C1=CC=CC=C1)C1=CC=C(C#N)C=C1 (4-[7-Methyl-1-naphthalen-1-ylmethyl-2-oxo-3-(1-trityl-1H-pyrazol-4-ylmethylene)-2,3-dihydro-1H-indol-6-yl]-benzonitrile). Reaction SMILES: [CH3:1][C:2]1[C:3]([C:23]2[CH:30]=[CH:29][C:26]([C:27]#[N:28])=[CH:25][CH:24]=2)=[CH:4][CH:5]=[C:6]2[C:10]=1[N:9]([CH2:11][C:12]1[C:21]3[C:16](=[CH:17][CH:18]=[CH:19][CH:20]=3)[CH:15]=[CH:14][CH:13]=1)[C:8](=[O:22])[CH2:7]2.[C:31]([N:50]1[CH:54]=[C:53]([CH:55]=O)[CH:52]=[N:51]1)([C:44]1[CH:49]=[CH:48][CH:47]=[CH:46][CH:45]=1)([C:38]1[CH:43]=[CH:42][CH:41]=[CH:40][CH:39]=1)[C:32]1[CH:37]=[CH:36][CH:35]=[CH:34][CH:33]=1.N1CCCC1>CO>[CH3:1][C:2]1[C:3]([C:23]2[CH:24]=[CH:25][C:26]([C:27]#[N:28])=[CH:29][CH:30]=2)=[CH:4][CH:5]=[C:6]2[C:10]=1[N:9]([CH2:11][C:12]1[C:21]3[C:16](=[CH:17][CH:18]=[CH:19][CH:20]=3)[CH:15]=[CH:14][CH:13]=1)[C:8](=[O:22])[C:7]2=[CH:55][C:53]1[CH:52]=[N:51][N:50]([C:31]([C:38]2[CH:43]=[CH:42][CH:41]=[CH:40][CH:39]=2)([C:44]2[CH:45]=[CH:46][CH:47]=[CH:48][CH:49]=2)[C:32]2[CH:37]=[CH:36][CH:35]=[CH:34][CH:33]=2)[CH:54]=1. Conditions: temperature 70 celsius. Isolated yield 62.1%. Starting materials: [N+](=O)([O-])C=1C=C(C(=O)C=2SC=CN2)C=CC1Cl (2-(3-nitro-4-chlorobenzoyl)thiazole), N (ammonia). Run in saturated solution, C(C)O (ethanol). The product is [N+](=O)([O-])C=1C=C(C(=O)C=2SC=CN2)C=CC1N (2-(3-nitro-4-aminobenzoyl)thiazole). As a reaction SMILES: [N+:1]([C:4]1[CH:5]=[C:6]([CH:14]=[CH:15][C:16]=1Cl)[C:7]([C:9]1[S:10][CH:11]=[CH:12][N:13]=1)=[O:8])([O-:3])=[O:2].[NH3:18]>C(O)C>[N+:1]([C:4]1[CH:5]=[C:6]([CH:14]=[CH:15][C:16]=1[NH2:18])[C:7]([C:9]1[S:10][CH:11]=[CH:12][N:13]=1)=[O:8])([O-:3])=[O:2]. Procedure details: A suspension of 63 g. (0.24 mol) of 2-(3-nitro-4-chlorobenzoyl)thiazole in 3 liters of a saturated solution of ammonia in ethanol was autoclaved at 100° C. for 24 hrs. The mixture was concentrated in vacuo and the resulting residue dissolved in 1.5 liters of warm 5N hydrochloric acid. The solution was cooled to room temperature and neutralized with concentrated ammonium hydroxide to yield 2-(3-nitro-4-aminobenzoyl)thiazole as yellow-orange prisms, mp. 179°-181° C. (methanol). Reactants: OO (hydrogen peroxide), FC1=C(C(=CC(=C1F)OCC)C)OB(O)O (2,3-difluoro-4-ethoxy-6-methylphenylboric acid), [Na] (sodium). Run in C1CCOC1 (THF). Reaction conditions: time 3 hour. Yields the product FC1=C(C=C(C=C1F)C)O (2,3-difluoro-5-methylphenol). RXN SMILES: OO.[F:3][C:4]1[C:9]([F:10])=[C:8]([O:11]CC)[CH:7]=[C:6]([CH3:14])[C:5]=1OB(O)O.[Na]>C1COCC1>[F:10][C:9]1[C:4]([F:3])=[CH:5][C:6]([CH3:14])=[CH:7][C:8]=1[OH:11] |^1:18|. Procedure: Under cooling with an ice bath, 6.57 g of aqueous hydrogen peroxide was slowly added dropwise to the compound (10) having been dissolved in 37 mL of THF, followed by stirring at room temperature for 3 hours. Under cooling with an ice bath, 20 mL of a saturated sodium hydrogensufite aqueous solution was added thereto to terminate the reaction, and an aqueous layer was extracted with diethyl ether, which was added to the organic layer. The organic layer was washed with a saturated sodium hydrogens... Starting materials: O=C([O-])O, Cc1ccc2c(c1O)CCC2, [Na+], O=C(O)C(F)(F)F. Product: Cc1cc(C=O)c2c(c1O)CCC2. Reaction SMILES: [C:12]([O-:13])(=[O:14])[OH:15].[CH3:1][c:2]1[c:3]([OH:11])[c:4]2[c:8]([cH:9][cH:10]1)[CH2:7][CH2:6][CH2:5]2.[Na+:16].[OH:17][C:18]([C:19]([F:20])([F:21])[F:22])=[O:23]>>[CH3:1][c:2]1[c:3]([OH:11])[c:4]2[c:8]([c:9]([CH:12]=[O:13])[cH:10]1)[CH2:7][CH2:6][CH2:5]2.